From a dataset of the Open Reaction Database (ORD), a public repository of structured organic reaction records. describe an organic reaction: reactants, conditions, products, and yield Reactants: BrC1=CC2=NC=C(C(=C2S1)O)C(=O)OCC (ethyl 2-bromo-7-hydroxythieno[3,2-b]pyridine-6-carboxylate), C(C)(=O)O (acetic acid), ice water. Run in C(C)O (ethanol), [OH-].[Na+] (sodium hydroxide). Product: BrC1=CC2=NC=C(C(=C2S1)O)C(=O)O (2-bromo-7-hydroxythieno[3,2-b]pyridine-6-carboxylic acid). The yield is 71.3%. RXN SMILES: [Br:1][C:2]1[S:10][C:9]2[C:4](=[N:5][CH:6]=[C:7]([C:12]([O:14]CC)=[O:13])[C:8]=2[OH:11])[CH:3]=1.C(O)(=O)C>C(O)C.[OH-].[Na+]>[Br:1][C:2]1[S:10][C:9]2[C:4](=[N:5][CH:6]=[C:7]([C:12]([OH:14])=[O:13])[C:8]=2[OH:11])[CH:3]=1 |f:3.4|. Procedure details: A mixture of ethyl 2-bromo-7-hydroxythieno[3,2-b]pyridine-6-carboxylate (1.3 g, 4.3 mmol) [Elliott, R.; O'Hanlon, P. J.; Rodgers, N. B. Tetrahedron, 43(14), 3295 (1987)] in 20 mL of ethanol and 6 mL of 2.5 N sodium hydroxide is heated at reflux for 4 hours. The mixture is poured into ice water and the pH is adjusted to 5–6 by the addition of acetic acid. The mixture is stirred at room temperature and the resulting precipitate is collected by filtration washing with water to provide 840 mg of 2-b... The reactants are OC(CCCl)c1ccccc1, Oc1ccc(Cl)c(Cl)c1. The product is ClCCC(Oc1ccc(Cl)c(Cl)c1)c1ccccc1. As a reaction SMILES: [Cl:10][CH2:11][CH2:12][CH:13]([OH:14])[c:15]1[cH:16][cH:17][cH:18][cH:19][cH:20]1.[Cl:1][c:2]1[cH:3][c:4]([OH:9])[cH:5][cH:6][c:7]1[Cl:8]>>[Cl:1][c:2]1[cH:3][c:4]([O:9][CH:13]([CH2:12][CH2:11][Cl:10])[c:15]2[cH:16][cH:17][cH:18][cH:19][cH:20]2)[cH:5][cH:6][c:7]1[Cl:8]. Starting materials: COC(=O)C1=CC(=C2CCNC2=C1)C (4-Methyl-2,3-dihydro-1H-indole-6-carboxylic acid methyl ester), ClC=1C=CC(=C(C1)S(=O)(=O)Cl)OC (5-chloro-2-methoxybenzenesulfonyl chloride). Yields the product COC(=O)C1=CC(=C2CCN(C2=C1)S(=O)(=O)C1=C(C=CC(=C1)Cl)OC)C (1-(5-chloro-2-methoxy-benzenesulfonyl)-4-methyl-2,3-dihydro-1H-indole-6-carboxylic acid methyl ester). As a reaction SMILES: [CH3:1][O:2][C:3]([C:5]1[CH:13]=[C:12]2[C:8]([CH2:9][CH2:10][NH:11]2)=[C:7]([CH3:14])[CH:6]=1)=[O:4].[Cl:15][C:16]1[CH:17]=[CH:18][C:19]([O:26][CH3:27])=[C:20]([S:22](Cl)(=[O:24])=[O:23])[CH:21]=1>>[CH3:1][O:2][C:3]([C:5]1[CH:13]=[C:12]2[C:8]([CH2:9][CH2:10][N:11]2[S:22]([C:20]2[CH:21]=[C:16]([Cl:15])[CH:17]=[CH:18][C:19]=2[O:26][CH3:27])(=[O:23])=[O:24])=[C:7]([CH3:14])[CH:6]=1)=[O:4]. Procedure details: 4-Methyl-2,3-dihydro-1H-indole-6-carboxylic acid methyl ester was reacted with 5-chloro-2-methoxybenzenesulfonyl chloride in analogy to example 34, step 2, yielding 1-(5-chloro-2-methoxy-benzenesulfonyl)-4-methyl-2,3-dihydro-1H-indole-6-carboxylic acid methyl ester. Pink solid, MS (ISP): m/e 396.1 (M+H). Starting materials: C1(CCCCC1)CC=O (cyclohexyl-acetaldehyde), C(CC(=O)C)(=O)OCC (ethyl acetoacetate), ice. The reagents and catalysts are N1CCCCC1 (piperidine). Solvent: C(C)O (ethanol), C(C)O (ethanol), CCOCC (ether). Reaction conditions: time 16 hour. The product is C(C)OC(C(=CCC1CCCCC1)C(C)=O)=O (2-acetyl-4-cyclohexyl-but-2-enoic acid ethyl ester). Isolated yield 109.6%. As a reaction SMILES: [CH:1]1([CH2:7][CH:8]=O)[CH2:6][CH2:5][CH2:4][CH2:3][CH2:2]1.[C:10]([O:16][CH2:17][CH3:18])(=[O:15])[CH2:11][C:12]([CH3:14])=[O:13]>C(O)C.CCOCC.N1CCCCC1>[CH2:17]([O:16][C:10](=[O:15])[C:11]([C:12](=[O:13])[CH3:14])=[CH:8][CH2:7][CH:1]1[CH2:2][CH2:3][CH2:4][CH2:5][CH2:6]1)[CH3:18]. Procedure: A solution of the above cyclohexyl-acetaldehyde (1.04 g, 8.25 mmol) and ethyl acetoacetate (0.873 mL, 6.85 mmol) in 300 mL ethanol was stirred in an ice bath as piperidine (7.3 uL, 73 umol) in 380 uL ethanol was added. The mixture was stirred in the ice bath for 5 hours and placed in a refrigerator for 16 hours. The reaction mixture was diluted with 50 mL ether and extracted with saturated sodium chloride (3×30 mL containing 2 drops AcOH). The brine layers were back-extracted with ether (2×40 mL... Reactants: ClC1=C(C=CC=C1)[N+](=O)[O-] (1-chloro-2-nitrobenzene), C(C#C)OCCOCCN (2-(2-(prop-2-ynyloxy)ethoxy)ethanamine). Run at temperature 100 celsius. Product: [N+](=O)([O-])C1=C(NCCOCCOCC#C)C=CC=C1 (2-nitro-N-(2-(2-(prop-2-ynyloxy)ethoxy)ethyl)aniline). Yield: 29.6%. Reaction SMILES: Cl[C:2]1[CH:7]=[CH:6][CH:5]=[CH:4][C:3]=1[N+:8]([O-:10])=[O:9].[CH2:11]([O:14][CH2:15][CH2:16][O:17][CH2:18][CH2:19][NH2:20])[C:12]#[CH:13]>>[N+:8]([C:3]1[CH:4]=[CH:5][CH:6]=[CH:7][C:2]=1[NH:20][CH2:19][CH2:18][O:17][CH2:16][CH2:15][O:14][CH2:11][C:12]#[CH:13])([O-:10])=[O:9]. Procedure: To 1-chloro-2-nitrobenzene (152 mg, 0.97 mmol, 1.0 equiv.) was added neat 2-(2-(prop-2-ynyloxy)ethoxy)ethanamine (s-5) (900 mg, 6.31 mmol, 6.5 equiv.), and the resulting slurry was heated to 100° C. for 6 hours during which time the solid dissolved. At the end of this period, the heating bath was removed, the reaction content was mixed with water (50 mL), and then extracted with CH2Cl2 (3×50 mL). The organic layers were combined, dried with Na2SO4, concentrated under reduced pressure, and chroma... The reactants are C1(=CC=CC=C1)C (toluene), ClCCCN1CCOCC1 (N-(3-chloropropyl)morpholine), C(C=1C(O)=CC=CC1)=O (Salicylaldehyde), [H-].[Na+] (sodium hydride). The solvent is CN(C=O)C (dimethylformamide), O (water). Yields the product N1(CCOCC1)CCCOC1=C(C=O)C=CC=C1 (2-[3-(4-Morpholinyl)propoxy]benzaldehyde). RXN SMILES: [CH:1](=[O:9])[C:2]1[C:3](=[CH:5][CH:6]=[CH:7][CH:8]=1)[OH:4].[H-].[Na+].C1(C)C=CC=CC=1.Cl[CH2:20][CH2:21][CH2:22][N:23]1[CH2:28][CH2:27][O:26][CH2:25][CH2:24]1>CN(C)C=O.O>[N:23]1([CH2:22][CH2:21][CH2:20][O:4][C:3]2[CH:5]=[CH:6][CH:7]=[CH:8][C:2]=2[CH:1]=[O:9])[CH2:28][CH2:27][O:26][CH2:25][CH2:24]1 |f:1.2|. Procedure details: Salicylaldehyde (17 g) is treated first with 6.7 g of 50% sodium hydride in 110 ml of dimethylformamide and then with 92 ml of a 2 N toluene solution of N-(3-chloropropyl)morpholine. The mixture is heated at 105°-110° C. for 4 hours, cooled and poured into 300 ml of water. The product is extracted three times with ether. The extracts are combined, dried, concentrated on a rotary evaporator and the residue distilled to give 32.3 g of product as an oil, boiling point 155°-160° C. at 0.1-0.2 mm of ... Starting materials: COC([C@H](CC1=CC=C(C=C1)C1=C(C(=NC=C1)C)C)NC(=O)[C@H]1NCC=2C=C3C(=CC2C1)OC[C@@H](O3)C3=CC=C(C=C3)OCC3=CC(=C(C=C3)Cl)Cl)=O ((S)-2-({(3S,8S)-3-[4-(3,4-Dichloro-benzyloxy)-phenyl]-2,3,6,7,8,9-hexahydro-[1,4]dioxino[2,3-g]isoquinoline-8-carbonyl}-amino)-3-[4-(2,3-dimethyl-pyridin-4-yl)-phenyl]-propionic acid methyl ester), CC=1OC(=C(N1)C)C(=O)Cl (2,4-dimethyl-oxazole-5-carbonyl chloride). Product: ClC=1C=C(COC2=CC=C(C=C2)[C@@H]2OC=3C(=CC=4C[C@H](N(CC4C3)C(=O)C3=C(N=C(O3)C)C)C(=O)N[C@H](C(=O)O)CC3=CC=C(C=C3)C3=C(C(=NC=C3)C)C)OC2)C=CC1Cl ((S)-2-{[(3S,8S)-3-[4-(3,4-Dichloro-benzyloxy)-phenyl]-7-(2,4-dimethyl-oxazole-5-carbonyl)-2,3,6,7,8,9-hexahydro-[1,4]dioxino[2,3-g]isoquinoline-8-carbonyl]-amino}-3-[4-(2,3-dimethyl-pyridin-4-yl)-phenyl]-propionic acid). As a reaction SMILES: C[O:2][C:3](=[O:53])[C@@H:4]([NH:20][C:21]([C@@H:23]1[CH2:32][C:31]2[CH:30]=[C:29]3[O:33][CH2:34][C@H:35]([C:37]4[CH:42]=[CH:41][C:40]([O:43][CH2:44][C:45]5[CH:50]=[CH:49][C:48]([Cl:51])=[C:47]([Cl:52])[CH:46]=5)=[CH:39][CH:38]=4)[O:36][C:28]3=[CH:27][C:26]=2[CH2:25][NH:24]1)=[O:22])[CH2:5][C:6]1[CH:11]=[CH:10][C:9]([C:12]2[CH:17]=[CH:16][N:15]=[C:14]([CH3:18])[C:13]=2[CH3:19])=[CH:8][CH:7]=1.[CH3:54][C:55]1[O:56][C:57]([C:61](Cl)=[O:62])=[C:58]([CH3:60])[N:59]=1>>[Cl:52][C:47]1[CH:46]=[C:45]([CH:50]=[CH:49][C:48]=1[Cl:51])[CH2:44][O:43][C:40]1[CH:41]=[CH:42][C:37]([C@H:35]2[CH2:34][O:33][C:29]3=[CH:30][C:31]4[CH2:32][C@@H:23]([C:21]([NH:20][C@@H:4]([CH2:5][C:6]5[CH:11]=[CH:10][C:9]([C:12]6[CH:17]=[CH:16][N:15]=[C:14]([CH3:18])[C:13]=6[CH3:19])=[CH:8][CH:7]=5)[C:3]([OH:2])=[O:53])=[O:22])[N:24]([C:61]([C:57]5[O:56][C:55]([CH3:54])=[N:59][C:58]=5[CH3:60])=[O:62])[CH2:25][C:26]=4[CH:27]=[C:28]3[O:36]2)=[CH:38][CH:39]=1. Procedure details: (S)-2-({(3S,8S)-3-[4-(3,4-Dichloro-benzyloxy)-phenyl]-2,3,6,7,8,9-hexahydro-[1,4]dioxino[2,3-g]isoquinoline-8-carbonyl}-amino)-3-[4-(2,3-dimethyl-pyridin-4-yl)-phenyl]-propionic acid methyl ester (30 mg) was reacted with 2,4-dimethyl-oxazole-5-carbonyl chloride (prepared above) according to General Procedure F and purified over silica (hexanes to 1:1 hexanes EtOAc to 1:1 hexanes EtOAc+1% MeOH). The resulting compound was hydrolyzed according to General Procedure B to give the title compound (9 m...